describe an organic reaction: reactants, conditions, products, and yield From a dataset of the Open Reaction Database (ORD), a public repository of structured organic reaction records. Reactants: CC(C(=O)O)(C)SC1=CN=C(S1)NC(=O)N(CCC1=CC=CC=C1)[C@@H]1CC[C@H](CC1)C (2-methyl-2-{2-[3-(trans-4-methyl-cyclohexyl)-3-phenethyl-ureido]-thiazol-5-ylsulfanyl}-propionic acid), FC=1C=C(C=CC1)CCBr (2-(3-fluorophenyl)ethylbromide), C(C)OC(C(C)(C)SC1=CN=C(S1)N)=O (2-(2-amino-thiazol-5-ylsulfanyl)-2-methyl-propionic acid ethyl ester). Yields the product FC=1C=C(C=CC1)CCN(C(NC=1SC(=CN1)SC(C(=O)O)(C)C)=O)[C@@H]1CC[C@H](CC1)C (2-{2-[3-[2-(3-Fluoro-phenyl)-ethyl]-3-(trans-4-methyl-cyclohexyl)-ureido]-thiazol-5-ylsulfanyl}-2-methyl-propionic acid). RXN SMILES: [CH3:1][C:2]([S:7][C:8]1[S:12][C:11]([NH:13][C:14]([N:16]([C@H:25]2[CH2:30][CH2:29][C@H:28]([CH3:31])[CH2:27][CH2:26]2)[CH2:17][CH2:18][C:19]2[CH:24]=[CH:23][CH:22]=[CH:21][CH:20]=2)=[O:15])=[N:10][CH:9]=1)([CH3:6])[C:3]([OH:5])=[O:4].[F:32]C1C=C(CCBr)C=CC=1.C(OC(=O)C(SC1SC(N)=NC=1)(C)C)C>>[F:32][C:21]1[CH:20]=[C:19]([CH2:18][CH2:17][N:16]([C@H:25]2[CH2:26][CH2:27][C@H:28]([CH3:31])[CH2:29][CH2:30]2)[C:14](=[O:15])[NH:13][C:11]2[S:12][C:8]([S:7][C:2]([CH3:1])([CH3:6])[C:3]([OH:5])=[O:4])=[CH:9][N:10]=2)[CH:24]=[CH:23][CH:22]=1. Procedure details: The compound was prepared following an analogous procedure to the one described for the synthesis of 2-methyl-2-{2-[3-(trans-4-methyl-cyclohexyl)-3-phenethyl-ureido]-thiazol-5-ylsulfanyl}-propionic acid using 2-(3-fluorophenyl)ethylbromide and 2-(2-amino-thiazol-5-ylsulfanyl)-2-methyl-propionic acid ethyl ester. The reactants are C(C)(C)(C)OC(NCC1SCCC1)=O ((Tetrahydro-thiophen-2-ylmethyl)-carbamic acid tert-butyl ester), FC(C(=O)O)(F)F (trifluoroacetic acid), C(=O)(C(F)(F)F)O (TFA). The solvent is C(Cl)Cl (DCM), C(Cl)Cl (DCM). Yields the product S1C(CCC1)CN (C-(Tetrahydro-thiophen-2-yl)-methylamine), FC(C(=O)[O-])(F)F (trifluoroacetate). Yield: 83.0%. RXN SMILES: C(OC(=O)[NH:7][CH2:8][CH:9]1[CH2:13][CH2:12][CH2:11][S:10]1)(C)(C)C.[F:15][C:16]([F:21])([F:20])[C:17]([OH:19])=[O:18]>C(Cl)Cl>[S:10]1[CH2:11][CH2:12][CH2:13][CH:9]1[CH2:8][NH2:7].[F:15][C:16]([F:21])([F:20])[C:17]([O-:19])=[O:18]. Procedure: A solution of 2-[(N-tbutoxycarbonlylamino)methyl]-tetrahydrothiophene 222 (500 mg, 2.3 mmol) in DCM (25 mL) was treated with trifluoroacetic acid (10 mL). The mixture was stirred at rt for 1 h before the DCM and excess TFA were removed under reduced pressure. The oily residue was triturated with diethyl ether to afford 223 as its trifluoroacetate salt (440 mg, 1.9 mmol, 83%) as an off-white solid, which was used without further purification.